Dataset: the Open Reaction Database (ORD), a public repository of structured organic reaction records. Task: describe an organic reaction: reactants, conditions, products, and yield The reactants are Cc1ccc(Br)nc1, COC(=O)c1cc(B2OC(C)(C)C(C)(C)O2)cc([N+](=O)[O-])c1, COCCOC, [K+], [K+], [K+], O, O=P([O-])([O-])[O-], c1ccc(P(c2ccccc2)(c2ccccc2)[Pd](P(c2ccccc2)(c2ccccc2)c2ccccc2)(P(c2ccccc2)(c2ccccc2)c2ccccc2)P(c2ccccc2)(c2ccccc2)c2ccccc2)cc1. Yields the product COC(=O)c1cc(-c2ccc(C)cn2)cc([N+](=O)[O-])c1. Reaction SMILES: [Br:1][c:2]1[n:3][cH:4][c:5]([CH3:8])[cH:6][cH:7]1.[CH3:17][O:18][C:19]([c:20]1[cH:21][c:22]([N+:35](=[O:36])[O-:37])[cH:23][c:24]([B:26]2[O:27][C:28]([CH3:29])([CH3:30])[C:31]([CH3:32])([CH3:33])[O:34]2)[cH:25]1)=[O:38].[CH3:39][O:40][CH2:41][CH2:42][O:43][CH3:44].[K+:14].[K+:15].[K+:16].[OH2:45].[P:9]([O-:10])([O-:11])([O-:12])=[O:13].[cH:46]1[cH:47][cH:48][c:49]([P:50]([Pd:51]([P:52]([c:53]2[cH:54][cH:55][cH:56][cH:57][cH:58]2)([c:59]2[cH:60][cH:61][cH:62][cH:63][cH:64]2)[c:65]2[cH:66][cH:67][cH:68][cH:69][cH:70]2)([P:71]([c:72]2[cH:73][cH:74][cH:75][cH:76][cH:77]2)([c:78]2[cH:79][cH:80][cH:81][cH:82][cH:83]2)[c:84]2[cH:85][cH:86][cH:87][cH:88][cH:89]2)[P:90]([c:91]2[cH:92][cH:93][cH:94][cH:95][cH:96]2)([c:97]2[cH:98][cH:99][cH:100][cH:101][cH:102]2)[c:103]2[cH:104][cH:105][cH:106][cH:107][cH:108]2)([c:109]2[cH:110][cH:111][cH:112][cH:113][cH:114]2)[c:115]2[cH:116][cH:117][cH:118][cH:119][cH:120]2)[cH:121][cH:122]1>>[c:2]1(-[c:24]2[cH:23][c:22]([N+:35](=[O:36])[O-:37])[cH:21][c:20]([C:19]([O:18][CH3:17])=[O:38])[cH:25]2)[n:3][cH:4][c:5]([CH3:8])[cH:6][cH:7]1. Reactants: OC1=CC=C(C=C1)CCC(=O)O (3-(4-hydroxyphenyl)-propionic acid), [OH-].[Na+] (sodium hydroxide), S(=O)(=O)(OCC)OCC (diethyl sulfate). Solvent: O (water). Reaction conditions: temperature 100 celsius. Product: C(C)OC1=CC=C(C=C1)CCC(=O)O (3-(4-Ethoxyphenyl)-propionic acid). RXN SMILES: [OH:1][C:2]1[CH:7]=[CH:6][C:5]([CH2:8][CH2:9][C:10]([OH:12])=[O:11])=[CH:4][CH:3]=1.[OH-].[Na+].S(OCC)(O[CH2:19][CH3:20])(=O)=O>O>[CH2:19]([O:1][C:2]1[CH:3]=[CH:4][C:5]([CH2:8][CH2:9][C:10]([OH:12])=[O:11])=[CH:6][CH:7]=1)[CH3:20] |f:1.2|. Procedure: 16.62 g (100 mmol) of 3-(4-hydroxyphenyl)-propionic acid is dissolved with stirring and covering with argon in 45 ml (225.0 mmol) of 5N sodium hydroxide solution, and 15.73 g (100 mmol), (98%) of diethyl sulfate is instilled quickly so that the temperature does not exceed 40° C. (water cooling). After completion of the addition, it is heated for 30 more minutes to 100° C. After the cooling, it is extracted with diethyl ether, then acidified with sulfuric acid to pH 4 and the precipitated compoun...